From a dataset of the Open Reaction Database (ORD), a public repository of structured organic reaction records. describe an organic reaction: reactants, conditions, products, and yield Starting materials: O.[OH-].[Li+] (lithium hydroxide monohydrate), C(C)OC(C(CC1=C(C=CC=C1F)F)N1C(C=C(C1)OC1=C(C=CC=C1F)F)=O)=O (2-[4-(2,6-difluoro-phenoxy)-2-oxo-2,5-dihydro-pyrrol-1-yl]-3-(2,6-difluoro-phenyl)-propionic acid ethyl ester), Cl (hydrochloric acid). The solvent is O (water), O1CCCC1 (tetrahydrofuran). Reaction conditions: temperature 25 celsius, time 3 hour. Yields the product FC1=C(OC2=CC(N(C2)C(C(=O)O)CC2=C(C=CC=C2F)F)=O)C(=CC=C1)F (2-[4-(2,6-difluoro-phenoxy)-2-oxo-2,5-dihydro-pyrrol-1-yl]-3-(2,6-difluoro-phenyl)-propionic acid). Isolated yield 99.0%. Reaction SMILES: C([O:3][C:4](=[O:30])[CH:5]([N:15]1[CH2:19][C:18]([O:20][C:21]2[C:26]([F:27])=[CH:25][CH:24]=[CH:23][C:22]=2[F:28])=[CH:17][C:16]1=[O:29])[CH2:6][C:7]1[C:12]([F:13])=[CH:11][CH:10]=[CH:9][C:8]=1[F:14])C.O.[OH-].[Li+].Cl>O1CCCC1.O>[F:28][C:22]1[CH:23]=[CH:24][CH:25]=[C:26]([F:27])[C:21]=1[O:20][C:18]1[CH2:19][N:15]([CH:5]([CH2:6][C:7]2[C:8]([F:14])=[CH:9][CH:10]=[CH:11][C:12]=2[F:13])[C:4]([OH:30])=[O:3])[C:16](=[O:29])[CH:17]=1 |f:1.2.3|. Reported procedure: To a solution containing 2-[4-(2,6-difluoro-phenoxy)-2-oxo-2,5-dihydro-pyrrol-1-yl]-3-(2,6-difluoro-phenyl)-propionic acid ethyl ester (96 mg, 0.23 mmol) in tetrahydrofuran (1 mL) was treated with an aqueous solution of lithium hydroxide monohydrate (12 mg, 0.27 mmol) in water (2 mL). The mixture was stirred at 25° C. for 3 h, then acidified with 2N aqueous hydrochloric acid. The mixture was extracted with dichloromethane (2×30 mL). The combined organic layers were dried over magnesium sulfate a... Reactants: C1(=CC=CC=C1)C#C (phenylacetylene), CCCCCC (hexane). The reagents and catalysts are catalyst. Run in C(Cl)Cl (CH2Cl2). Conditions: temperature 85 celsius. Yields the product C1(=CC=CC=C1)C#CC=1C=C(C=CC1C#CC1=CC=CC=C1)C1=CC(=C(C=C1)C#CC1=CC=CC=C1)C#CC1=CC=CC=C1 (3,3′,4,4′-Tetra(phenylethynyl)biphenyl). RXN SMILES: [C:1]1([C:7]#[CH:8])[CH:6]=[CH:5][CH:4]=[CH:3][CH:2]=1.[CH3:9][CH2:10][CH2:11][CH2:12][CH2:13][CH3:14]>C(Cl)Cl>[C:1]1([C:7]#[C:8][C:11]2[CH:10]=[C:9]([C:3]3[CH:4]=[CH:5][C:6]([C:8]#[C:7][C:1]4[CH:6]=[CH:5][CH:4]=[CH:3][CH:2]=4)=[C:1]([C:7]#[C:8][C:11]4[CH:10]=[CH:9][CH:14]=[CH:13][CH:12]=4)[CH:2]=3)[CH:14]=[CH:13][C:12]=2[C:8]#[C:7][C:1]2[CH:6]=[CH:5][CH:4]=[CH:3][CH:2]=2)[CH:6]=[CH:5][CH:4]=[CH:3][CH:2]=1. Procedure: Analysis of the crude reaction mixture by LC at this point indicated a significant amount of unreacted starting material and products of intermediate conversion. An additional 10 g of phenylacetylene and 1 g of catalyst were added and the reaction mixture was heated at 85° C. for one hour. At this time, the LC indicated conversion was complete. The cooled reaction mixture was diluted with 500 mL of CH2Cl2 and washed with three 1-L portions of 10 percent HCl. The CH2Cl2 solution was isolated and ... Starting materials: COC1=CC=C(C=C1)C1=CC=C(C=C1)C=O (4′-Methoxy[1,1′-biphenyl]-4-carbaldehyde), [C@@H]1(CCCC2=CC=CC=C12)N ((1S)-1,2,3,4-tetrahydro-1-naphthalenylamine). The product is COC1=CC=C(C=C1)C1=CC=C(C=C1)CN[C@H]1CCCC2=CC=CC=C12 (N-[(4′-methoxy[1,1′-biphenyl]-4-yl)methyl]-N-[(1S)-1,2,3,4-tetrahydro-1-naphthalenyl]amine). RXN SMILES: [CH3:1][O:2][C:3]1[CH:8]=[CH:7][C:6]([C:9]2[CH:14]=[CH:13][C:12]([CH:15]=O)=[CH:11][CH:10]=2)=[CH:5][CH:4]=1.[C@@H:17]1([NH2:27])[C:26]2[C:21](=[CH:22][CH:23]=[CH:24][CH:25]=2)[CH2:20][CH2:19][CH2:18]1>>[CH3:1][O:2][C:3]1[CH:8]=[CH:7][C:6]([C:9]2[CH:14]=[CH:13][C:12]([CH2:15][NH:27][C@@H:17]3[C:26]4[C:21](=[CH:22][CH:23]=[CH:24][CH:25]=4)[CH2:20][CH2:19][CH2:18]3)=[CH:11][CH:10]=2)=[CH:5][CH:4]=1. Procedure: 4′-Methoxy[1,1′-biphenyl]-4-carbaldehyde and (1S)-1,2,3,4-tetrahydro-1-naphthalenylamine were processed as described in Example 1A to provide the title compound. The solvent is O1CCOCC1 (1,4-dioxane), O (water), CCOC(=O)C (EtOAc), O (water), [Cl-].[Na+].O (brine). As a reaction SMILES: FC(F)(F)S(O[C:7]1[CH:8]=[C:9]([O:17][C@@H:18]([C@@H:20]2[CH2:24][C:23](=[O:25])[NH:22][CH2:21]2)[CH3:19])[C:10]2[S:14][C:13]([CH3:15])=[N:12][C:11]=2[CH:16]=1)(=O)=O.[CH3:28][O:29][C:30]1[CH:31]=[C:32](B(O)O)[CH:33]=[CH:34][C:35]=1[O:36][CH3:37].P([O-])([O-])([O-])=O.[K+].[K+].[K+]>O1CCOCC1.O.CCOC(C)=O.[Cl-].[Na+].O.CC(P(C(C)(C)C)C1C=CC(N(C)C)=CC=1)(C)C.CC(P(C(C)(C)C)C1C=CC(N(C)C)=CC=1)(C)C.Cl[Pd]Cl>[CH3:28][O:29][C:30]1[CH:31]=[C:32]([C:7]2[CH:8]=[C:9]([O:17][C@@H:18]([C@H:20]3[CH2:21][NH:22][C:23](=[O:25])[CH2:24]3)[CH3:19])[C:10]3[S:14][C:13]([CH3:15])=[N:12][C:11]=3[CH:16]=2)[CH:33]=[CH:34][C:35]=1[O:36][CH3:37] |f:2.3.4.5,9.10.11,12.13.14|. The product is COC=1C=C(C=CC1OC)C=1C=C(C2=C(N=C(S2)C)C1)O[C@H](C)[C@@H]1CC(NC1)=O ((R)-4-((R)-1-(5-(3,4-dimethoxyphenyl)-2-methylbenzo[d]thiazol-7-yloxy)ethyl)pyrrolidin-2-one). The reactants are FC(S(=O)(=O)OC=1C=C(C2=C(N=C(S2)C)C1)O[C@H](C)[C@H]1CNC(C1)=O)(F)F (2-methyl-7-((R)-1-((R)-5-oxopyrrolidin-3-yl)ethoxy)benzo[d]thiazol-5-yl trifluoromethanesulfonate), COC=1C=C(C=CC1OC)B(O)O (3,4-dimethoxyphenylboronic acid), P(=O)([O-])([O-])[O-].[K+].[K+].[K+] (potassium phosphate). Run at time 4 hour. Reagents/catalysts: CC(C)(C)P(C1=CC=C(C=C1)N(C)C)C(C)(C)C.CC(C)(C)P(C1=CC=C(C=C1)N(C)C)C(C)(C)C.Cl[Pd]Cl (bis(di-tert-butyl(4-dimethylaminophenyl)phosphine)dichloropalladium(II)). Procedure details: 2-methyl-7-((R)-1-((R)-5-oxopyrrolidin-3-yl)ethoxy)benzo[d]thiazol-5-yl trifluoromethanesulfonate (4.06) (32 mg, 0.075 mmol), 3,4-dimethoxyphenylboronic acid (27 mg, 0.15 mmol), bis(di-tert-butyl(4-dimethylaminophenyl)phosphine)dichloropalladium(II) (1.5 mg, 0.002 mmol), and potassium phosphate (53 mg, 0.25 mmol) were taken up in 1,4-dioxane (1 mL) and water (0.11 mL). The stirred mixture was heated to 100 deg. C. After 4 h, the reaction mixture was diluted with EtOAc (2 mL), water (1 mL), and b... The reactants are NC1=C(N=C2N1C=CC1=CC=CC=C21)C2=C(C=CC=C2)C (3-amino-2-(2-methylphenyl)imidazo[2,1-a]isoquinoline), NC1=C(N=C2N1C=CC1=CC=CC=C21)C2=C(C=CC=C2)C (3-amino-2-(2-methylphenyl)imidazo[2,1-a]isoquinoline), [H-].[Na+] (sodium hydride), CCCCCC (hexane), ClCCOCCCl (bis(2-chloroethyl)ether), ice water. Solvent: CN(C=O)C (N,N-dimethylformamide), CN(C=O)C (N,N-dimethylformamide). Reaction conditions: time 1 hour. Yields the product CC1=C(C=CC=C1)C=1N=C2N(C=CC3=CC=CC=C23)C1N1CCOCC1 (2-(2-Methylphenyl)-3-morpholinoimidazo[2,1-a]isoquinoline). The yield is 28.9%. As a reaction SMILES: [NH2:1][C:2]1[N:6]2[CH:7]=[CH:8][C:9]3[C:14]([C:5]2=[N:4][C:3]=1[C:15]1[CH:20]=[CH:19][CH:18]=[CH:17][C:16]=1[CH3:21])=[CH:13][CH:12]=[CH:11][CH:10]=3.[H-].[Na+].CCCCCC.Cl[CH2:31][CH2:32][O:33][CH2:34][CH2:35]Cl>CN(C)C=O>[CH3:21][C:16]1[CH:17]=[CH:18][CH:19]=[CH:20][C:15]=1[C:3]1[N:4]=[C:5]2[C:14]3[C:9](=[CH:10][CH:11]=[CH:12][CH:13]=3)[CH:8]=[CH:7][N:6]2[C:2]=1[N:1]1[CH2:35][CH2:34][O:33][CH2:32][CH2:31]1 |f:1.2|. Reported procedure: A solution of 5.5 g of 3-amino-2-(2-methylphenyl)imidazo[2,1-a]isoquinoline (Compound 3) in 50 ml of dry N,N-dimethylformamide was added dropwise to a solution of 1.8 g of sodium hydride in oil (prewashed with hexane) in 150 ml of dry N,N-dimethylformamide over 30 minutes under dry argon atmosphere at room temperature. After the mixture was stirred for further 1 hour, 3.2 g of bis(2-chloroethyl)ether was added dropwise. The mixture was stirred at room temperature for 2 hours, and then at 60° C. ...